Dataset: the Open Reaction Database (ORD), a public repository of structured organic reaction records. Task: describe an organic reaction: reactants, conditions, products, and yield Reactants: [H-].[Na+] (NaH), Cl (HCl), NC=1C=C(C=CC1)O (3-aminophenol), Cl.CN(CCCl)C (2-(Dimethylamino)ethylchloride hydrochloride). Run in CN(C)C=O (DMF), O (H2O). Run at time 8 hour. Product: Cl.Cl.CN(CCOC=1C=C(N)C=CC1)C (3-{[2-(dimethylamino)ethyl]oxy}aniline dihydrochloride). Yield: 56.0%. As a reaction SMILES: [NH2:1][C:2]1[CH:3]=[C:4]([OH:8])[CH:5]=[CH:6][CH:7]=1.[H-].[Na+].[ClH:11].[CH3:12][N:13]([CH3:17])[CH2:14][CH2:15][Cl:16].Cl>CN(C=O)C.O>[ClH:16].[ClH:11].[CH3:12][N:13]([CH3:17])[CH2:14][CH2:15][O:8][C:4]1[CH:3]=[C:2]([CH:7]=[CH:6][CH:5]=1)[NH2:1] |f:1.2,3.4,8.9.10|. Procedure: To 3-aminophenol (10.9 g, 100 mmol) in DMF (100 mL) cooled with an ice/H2O bath was added NaH (8.90 g, 222 mmol) in 4 portions. 2-(Dimethylamino)ethylchloride hydrochloride (15.8 g, 110 mmol) was then added in 3 portions and the reaction was stirred at rt overnight. The reaction was poured into H2O (600 mL) and extracted with EtOAc. The combined organic layer was washed with brine, dried (MgSO4) and concentrated. Purification by flash column chromatography (flash chromatography), treatment with ... The reactants are O=C([O-])O, CN(C)C=O, Nc1ncc(CCCl)s1, [Na+], c1ccc(N2CCNCC2)nc1. Product: Nc1ncc(CCN2CCN(c3ccccn3)CC2)s1. RXN SMILES: [C:22](=[O:23])([OH:24])[O-:25].[CH3:27][N:28]([CH3:29])[CH:30]=[O:31].[Cl:1][CH2:2][CH2:3][c:4]1[cH:5][n:6][c:7]([NH2:9])[s:8]1.[Na+:26].[n:10]1[c:11]([N:16]2[CH2:17][CH2:18][NH:19][CH2:20][CH2:21]2)[cH:12][cH:13][cH:14][cH:15]1>>[CH2:2]([CH2:3][c:4]1[cH:5][n:6][c:7]([NH2:9])[s:8]1)[N:19]1[CH2:18][CH2:17][N:16]([c:11]2[n:10][cH:15][cH:14][cH:13][cH:12]2)[CH2:21][CH2:20]1.